The task is: describe an organic reaction: reactants, conditions, products, and yield. This data is from the Open Reaction Database (ORD), a public repository of structured organic reaction records. Reactants: COC1=CC=C(C=C1)NCCN1C(C2=CC(=CC=C2C=C1)C(=O)OC)=O (methyl 2-{2-[(4-methoxyphenyl)amino]ethyl}-1-oxo-1,2-dihydroisoquinoline-7-carboxylate), ClC1=CC=C(C=O)C=C1 (4-chlorobenzaldehyde). Product: ClC1=CC=C(CN(CCN2C(C3=CC(=CC=C3C=C2)C(=O)OC)=O)C2=CC=C(C=C2)OC)C=C1 (methyl 2-{2-[(4-chlorobenzyl)(4-methoxyphenyl)amino]ethyl}-1-oxo-1,2-dihydroisoquinoline-7-carboxylate). Reaction SMILES: [CH3:1][O:2][C:3]1[CH:8]=[CH:7][C:6]([NH:9][CH2:10][CH2:11][N:12]2[CH:21]=[CH:20][C:19]3[C:14](=[CH:15][C:16]([C:22]([O:24][CH3:25])=[O:23])=[CH:17][CH:18]=3)[C:13]2=[O:26])=[CH:5][CH:4]=1.[Cl:27][C:28]1[CH:35]=[CH:34][C:31]([CH:32]=O)=[CH:30][CH:29]=1>>[Cl:27][C:28]1[CH:35]=[CH:34][C:31]([CH2:32][N:9]([C:6]2[CH:7]=[CH:8][C:3]([O:2][CH3:1])=[CH:4][CH:5]=2)[CH2:10][CH2:11][N:12]2[CH:21]=[CH:20][C:19]3[C:14](=[CH:15][C:16]([C:22]([O:24][CH3:25])=[O:23])=[CH:17][CH:18]=3)[C:13]2=[O:26])=[CH:30][CH:29]=1. Reported procedure: The title compound was prepared from methyl 2-{2-[(4-methoxyphenyl)amino]ethyl}-1-oxo-1,2-dihydroisoquinoline-7-carboxylate (60 mg, 0.17 mmol) and 4-chlorobenzaldehyde (34 mg, 0.24 mmol) following the procedure outlined in Example 54, step 3 (50 mg, 62%). LC-MS: (FA) ES+ 477. Reactants: hydrochloride salt, N (NH3), ON=C(C=1C=NC=NC1)Cl (N-Hydroxypyrimidine-5-carbimidoyl chloride), FC(OC1=CC(=CC=C1)C#C)F (1-(difluoromethoxy)-3-ethynylbenzene). Product: FC(OC=1C=C(C=CC1)C1=CC(=NO1)C=1C=NC=NC1)F (5-(3-(Difluoromethoxy)phenyl)-3-(pyrimidin-5-yl)isoxazole). Reaction SMILES: [OH:1][N:2]=[C:3](Cl)[C:4]1[CH:5]=[N:6][CH:7]=[N:8][CH:9]=1.[F:11][CH:12]([F:22])[O:13][C:14]1[CH:19]=[CH:18][CH:17]=[C:16]([C:20]#[CH:21])[CH:15]=1.N>>[F:11][CH:12]([F:22])[O:13][C:14]1[CH:15]=[C:16]([C:20]2[O:1][N:2]=[C:3]([C:4]3[CH:5]=[N:6][CH:7]=[N:8][CH:9]=3)[CH:21]=2)[CH:17]=[CH:18][CH:19]=1. Procedure: The titled compound was prepared as the hydrochloride salt according to Method CB using the product of Example 44B (79 mg, 0.5 mmol) and 1-(difluoromethoxy)-3-ethynylbenzene (Fluorochemicals, 84 mg, 0.5 mmol). 1H NMR (300 MHz, DMSO-d6) δ 7.33-7.46 (m, 2H), 7.56-7.74 (m, 2H), 7.81 (dt, J=7.9, 1.1 Hz, 1H), 7.87 (s, 1H), 9.33 (s, 2H), 9.35 (s, 1H) ppm; MS (DCI/NH3) m/z 290 (M+H)+. Reported procedure: A solution of tert-butyl thiol (180 g, 2 mol) and 1-chloroethyl chloroformate (284 g, 2 mol) in CH2Cl2 (1 L) was cooled to 0° C. in an ice-water bath. N-Methylmorpholine (212.1 g, 2.1 mol) was added dropwise over a period of 1 h and the reaction mixture was allowed to stir at room temperature for 16 h. The reaction mixture was diluted with excess CH2Cl2 (2 L), washed with water (2×1 L), saturated bicarbonate solution (1 L) and brine (1 L), dried over anhydrous sodium sulfate, filtered and concen... Reactants: C(C)(C)(C)S (tert-butyl thiol), ClC(=O)OC(C)Cl (1-chloroethyl chloroformate), CN1CCOCC1 (N-Methylmorpholine). As a reaction SMILES: [C:1]([SH:5])([CH3:4])([CH3:3])[CH3:2].Cl[C:7]([O:9][CH:10]([Cl:12])[CH3:11])=[O:8].CN1CCOCC1>C(Cl)Cl>[C:7](=[O:8])([S:5][C:1]([CH3:4])([CH3:3])[CH3:2])[O:9][CH:10]([Cl:12])[CH3:11]. Yields the product C(OC(C)Cl)(SC(C)(C)C)=O (O-(1-Chloroethyl) S-tert-Butyl Thiocarbonate). Run at time 16 hour. Solvent: C(Cl)Cl (CH2Cl2), C(Cl)Cl (CH2Cl2). Yield: 89.0%. The reactants are alpha-hydroxy acid, Cl (HCl), CC(=O)C1=CC=C(C=C1)C(F)(F)F (4-Trifluoromethylacetophenone), C(=O)C(=O)O (OHCCO2H). Yields the product C(C)(=O)C1=CC=CC=C1 (acetophenone). As a reaction SMILES: [CH3:1][C:2]([C:4]1[CH:9]=[CH:8][C:7](C(F)(F)F)=[CH:6][CH:5]=1)=[O:3].C(C(O)=O)=O.Cl>>[C:2]([C:4]1[CH:9]=[CH:8][CH:7]=[CH:6][CH:5]=1)(=[O:3])[CH3:1]. Procedure: This procedure required close temperature control to avoid tar formation. To avoid this, the method was modified to a two-step process wherein the intermediate alpha-hydroxy acid was isolated and pyrolyzed separately. 4-Trifluoromethylacetophenone (75.2 g, 0.4 mole) and OHCCO2H.H 2 O (75.2 g) were heated neat at 79°-80° for 8 hr. The hot mixture was poured into diluted aqueous HCl (7.5 ml of concd HCl and 800 ml of H2O) with stirring. The aqueous mixture was extracted with Et2O (2 × 250 ml), and... Reactants: O=c1[nH]nc(C2CCCCC2)c2ccccc12, CC(Cl)Cl, O=P(Cl)(Cl)Cl. The product is Clc1nnc(C2CCCCC2)c2ccccc12. Reaction SMILES: [CH:1]1([c:7]2[n:8][nH:9][c:10](=[O:17])[c:11]3[cH:12][cH:13][cH:14][cH:15][c:16]23)[CH2:2][CH2:3][CH2:4][CH2:5][CH2:6]1.[Cl:23][CH:24]([Cl:25])[CH3:26].[P:18]([Cl:19])([Cl:20])([Cl:21])=[O:22]>>[CH:1]1([c:7]2[n:8][n:9][c:10]([Cl:20])[c:11]3[cH:12][cH:13][cH:14][cH:15][c:16]23)[CH2:2][CH2:3][CH2:4][CH2:5][CH2:6]1. RXN SMILES: [C:33]([CH3:34])([CH3:35])([CH3:36])[Si:37]([O:38][CH2:39][CH2:40][CH:41]=[O:42])([CH3:43])[CH3:44].[CH2:1]([Li:2])[CH2:3][CH2:4][CH3:5].[CH2:46]1[O:47][CH2:48][CH2:49][CH2:50]1.[CH3:19][P:20]([O:21][CH2:22][CH3:23])([O:24][CH2:25][CH3:26])=[O:27].[CH3:6][CH2:7][CH2:8][CH2:9][CH2:10][CH3:11].[CH:12]([NH:13][CH:14]([CH3:15])[CH3:16])([CH3:17])[CH3:18].[Cl:28][Si:29]([CH3:30])([CH3:31])[CH3:32].[ClH:45]>>[CH:19]([P:20]([O:21][CH2:22][CH3:23])([O:24][CH2:25][CH3:26])=[O:27])=[CH:41][CH2:40][CH2:39][O:38][Si:37]([C:33]([CH3:34])([CH3:35])[CH3:36])([CH3:43])[CH3:44]. Starting materials: CC(C)(C)[Si](C)(C)OCCC=O, [Li]CCCC, C1CCOC1, CCOP(C)(=O)OCC, CCCCCC, CC(C)NC(C)C, C[Si](C)(C)Cl, Cl. Product: CCOP(=O)(C=CCCO[Si](C)(C)C(C)(C)C)OCC. The reactants are resultant solution, S1C(=CC=C1)CC(=O)N[C@H]1[C@@H]2N(C(=C(CS2)COC(CC(C)=O)=O)C(=O)O)C1=O (7β-(2-thienylacetamido)-3-(3-oxobutyryloxy)methyl-3-cephem-4-carboxylic acid), S(=O)([O-])[O-].[Na+].[Na+] (sodium sulfite), Cl (HCl). The solvent is O (water), O1CCCC1 (tetrahydrofuran), O (water). The product is [Na][Na] (disodium), S1C(=CC=C1)CC(=O)N[C@H]1[C@@H]2N(C(=C(CS2)CS(=O)(=O)O)C(=O)O)C1=O (7β-(2-thienylacetamido)-3-sulfomethyl-3-cephem-4-carboxylic acid). Isolated yield 37.1%. Reaction SMILES: [S:1]1[CH:5]=[CH:4][CH:3]=[C:2]1[CH2:6][C:7]([NH:9][C@@H:10]1[C:28](=[O:29])[N:12]2[C:13]([C:25]([OH:27])=[O:26])=[C:14]([CH2:17]OC(=O)CC(=O)C)[CH2:15][S:16][C@H:11]12)=[O:8].[S:30]([O-:33])([O-:32])=[O:31].[Na+:34].[Na+:35].Cl>O1CCCC1.O>[Na:34][Na:35].[S:1]1[CH:5]=[CH:4][CH:3]=[C:2]1[CH2:6][C:7]([NH:9][C@@H:10]1[C:28](=[O:29])[N:12]2[C:13]([C:25]([OH:27])=[O:26])=[C:14]([CH2:17][S:30]([OH:33])(=[O:32])=[O:31])[CH2:15][S:16][C@H:11]12)=[O:8] |f:1.2.3|. Procedure: In a mixture of tetrahydrofuran (5 ml) and water (10 ml) were dissolved 7β-(2-thienylacetamido)-3-(3-oxobutyryloxy)methyl-3-cephem-4-carboxylic acid (876 mg) and sodium sulfite (504 mg) and the resultant solution was stirred for 120 minutes at 60° C. To the reaction mixture was added water (10 ml) and the mixture was adjusted its pH to 7.2 with 2 N-HCl, followed by condensation under reduced pressure. The residue was subjected to column-chromatography of silica-gel and eluted with acetonitrile-w... The reactants are CCOC(C)=O, NC(=O)C(O)(C(N)=O)c1ccc(Cl)c(Cl)c1, Cc1ccc(S(=O)(=O)N=C=O)cc1. The product is Cc1ccc(S(=O)(=O)NC(=O)OC(C(N)=O)(C(N)=O)c2ccc(Cl)c(Cl)c2)cc1. As a reaction SMILES: [CH3:30][CH2:31][O:32][C:33](=[O:34])[CH3:35].[Cl:1][c:2]1[cH:3][c:4]([C:9]([C:10](=[O:11])[NH2:12])([C:13](=[O:14])[NH2:15])[OH:16])[cH:5][cH:6][c:7]1[Cl:8].[c:17]1([CH3:29])[cH:18][cH:19][c:20]([S:23](=[O:24])(=[O:25])[N:26]=[C:27]=[O:28])[cH:21][cH:22]1>>[Cl:1][c:2]1[cH:3][c:4]([C:9]([C:10](=[O:11])[NH2:12])([C:13](=[O:14])[NH2:15])[O:16][C:27]([NH:26][S:23]([c:20]2[cH:19][cH:18][c:17]([CH3:29])[cH:22][cH:21]2)(=[O:24])=[O:25])=[O:28])[cH:5][cH:6][c:7]1[Cl:8]. Starting materials: [Cl-], [Cl-], Cl, O=N[O-], Nc1cc(Cl)nc(Cl)c1, [Na+], [Na+], O. Yields the product Clc1cc(Cl)nc(Cl)c1. Reaction SMILES: [Cl-:10].[Cl-:17].[ClH:11].[N:12]([O-:13])=[O:14].[NH2:1][c:2]1[cH:3][c:4]([Cl:9])[n:5][c:6]([Cl:8])[cH:7]1.[Na+:15].[Na+:16].[OH2:18]>>[c:2]1([Cl:10])[cH:3][c:4]([Cl:9])[n:5][c:6]([Cl:8])[cH:7]1.